Dataset: the Open Reaction Database (ORD), a public repository of structured organic reaction records. Task: describe an organic reaction: reactants, conditions, products, and yield The reactants are Cl, O=C(Cl)c1cc(C(F)(F)F)cc(C(F)(F)F)c1, Nc1nc(C(F)(F)F)c(I)s1, O, c1ccncc1. The product is O=C(Nc1nc(C(F)(F)F)c(I)s1)c1cc(C(F)(F)F)cc(C(F)(F)F)c1. Reaction SMILES: [ClH:30].[F:12][C:13]([c:14]1[cH:15][c:16]([C:17](=[O:18])[Cl:19])[cH:20][c:21]([C:23]([F:24])([F:25])[F:26])[cH:22]1)([F:27])[F:28].[NH2:1][c:2]1[s:3][c:4]([I:11])[c:5]([C:7]([F:8])([F:9])[F:10])[n:6]1.[OH2:29].[cH:31]1[cH:32][cH:33][n:34][cH:35][cH:36]1>>[NH:1]([c:2]1[s:3][c:4]([I:11])[c:5]([C:7]([F:8])([F:9])[F:10])[n:6]1)[C:17]([c:16]1[cH:15][c:14]([C:13]([F:12])([F:27])[F:28])[cH:22][c:21]([C:23]([F:24])([F:25])[F:26])[cH:20]1)=[O:18]. The reactants are [Al+3], CC(C)C(=O)Cl, [Cl-], [Cl-], [Cl-], Cc1coc2ccc(F)cc12, C[N+](=O)[O-], O. Yields the product Cc1c(C(=O)C(C)C)oc2ccc(F)cc12. RXN SMILES: [Al+3:19].[C:12]([CH:13]([CH3:14])[CH3:15])(=[O:16])[Cl:17].[Cl-:18].[Cl-:20].[Cl-:21].[F:1][c:2]1[cH:3][cH:4][c:5]2[c:6]([c:7]([CH3:10])[cH:8][o:9]2)[cH:11]1.[N+:23]([CH3:24])([O-:25])=[O:26].[OH2:22]>>[F:1][c:2]1[cH:3][cH:4][c:5]2[c:6]([c:7]([CH3:10])[c:8]([C:12]([CH:13]([CH3:14])[CH3:15])=[O:16])[o:9]2)[cH:11]1. Reactants: CN1CC2N(C3=C(CN4C2=CC=C4)C=CC=C3)CC1 (2-methyl-1,3,4,14b-tetrahydro-10H--pyrazino[1,2-a]pyrrolo[2,1-c][1,4]-benzodiazepine), ClC(=O)OCC (ethyl chloroformate). Run in C(C)OCC (diethyl ether), C1=CC=CC=C1 (benzene). Product: C(=O)(OCC)N1CC2N(C3=C(CN4C2=CC=C4)C=CC=C3)CC1 (2-carbethoxy-1,3,4,14b-tetrahydro-10H--pyrazino[1,2-a]pyrrolo[2,1-c][1,4]-benzodiazepine). Reaction SMILES: C[N:2]1[CH2:19][CH2:18][N:5]2[C:6]3[CH:17]=[CH:16][CH:15]=[CH:14][C:7]=3[CH2:8][N:9]3[CH:13]=[CH:12][CH:11]=[C:10]3[CH:4]2[CH2:3]1.Cl[C:21]([O:23][CH2:24][CH3:25])=[O:22]>C1C=CC=CC=1.C(OCC)C>[C:21]([N:2]1[CH2:19][CH2:18][N:5]2[C:6]3[CH:17]=[CH:16][CH:15]=[CH:14][C:7]=3[CH2:8][N:9]3[CH:13]=[CH:12][CH:11]=[C:10]3[CH:4]2[CH2:3]1)([O:23][CH2:24][CH3:25])=[O:22]. Procedure: To the solution of 1.9 g of 2-methyl-1,3,4,14b-tetrahydro-10H--pyrazino[1,2-a]pyrrolo[2,1-c][1,4]-benzodiazepine in 50 ml of benzene, 2.14 g of ethyl chloroformate are added and the mixture is refluxed for 3 days. It is diluted with diethyl ether, washed with N hydrochloric acid and with both saturated aqueous sodium chloride and sodium bicarbonate, dried and evaporated, to yield the 2-carbethoxy-1,3,4,14b-tetrahydro-10H--pyrazino[1,2-a]pyrrolo[2,1-c][1,4]-benzodiazepine showing in the NMR-spect... Starting materials: O=C(NC1CCCCC1O)c1cnc(OCC2CC2)c(Br)c1, OB(O)c1ccc(OC(F)(F)F)cc1. The product is O=C(NC1CCCCC1O)c1cnc(OCC2CC2)c(-c2ccc(OC(F)(F)F)cc2)c1. RXN SMILES: [Br:1][c:2]1[c:3]([O:18][CH2:19][CH:20]2[CH2:21][CH2:22]2)[n:4][cH:5][c:6]([C:7](=[O:8])[NH:9][CH:10]2[CH:11]([OH:16])[CH2:12][CH2:13][CH2:14][CH2:15]2)[cH:17]1.[F:23][C:24]([O:25][c:26]1[cH:27][cH:28][c:29]([B:32]([OH:33])[OH:34])[cH:30][cH:31]1)([F:35])[F:36]>>[c:2]1(-[c:29]2[cH:28][cH:27][c:26]([O:25][C:24]([F:23])([F:35])[F:36])[cH:31][cH:30]2)[c:3]([O:18][CH2:19][CH:20]2[CH2:21][CH2:22]2)[n:4][cH:5][c:6]([C:7](=[O:8])[NH:9][CH:10]2[CH:11]([OH:16])[CH2:12][CH2:13][CH2:14][CH2:15]2)[cH:17]1. The reactants are CC(C)[C@@H](C(=O)OCCOCN1C=NC2=C1NC(=NC2=O)N)N (Valacyclovir), C(=O)[O-].[NH4+] (ammonium formate). Solvent: CN1C(CCC1)=O (NMP). Conditions: temperature 125 celsius. The product is CC(C)[C@@H](C(=O)OCCOCN1C=NC2=C1NC(=NC2=O)N)NC=O (N-Formyl Valacyclovir). Reaction SMILES: [CH3:1][CH:2]([C@H:4]([NH2:23])[C:5]([O:7][CH2:8][CH2:9][O:10][CH2:11][N:12]1[C:16]2[NH:17][C:18]([NH2:22])=[N:19][C:20](=[O:21])[C:15]=2[N:14]=[CH:13]1)=[O:6])[CH3:3].[CH:24]([O-])=[O:25].[NH4+]>CN1CCCC1=O>[CH3:3][CH:2]([C@H:4]([NH:23][CH:24]=[O:25])[C:5]([O:7][CH2:8][CH2:9][O:10][CH2:11][N:12]1[C:16]2[NH:17][C:18]([NH2:22])=[N:19][C:20](=[O:21])[C:15]=2[N:14]=[CH:13]1)=[O:6])[CH3:1] |f:1.2|. Procedure: A 100 ml round bottom flask equipped with magnetic stir bar is charged with 7.25 gr Valacyclovir (20 mmol), 1.97 gr ammonium formate (31.2 mmol), NMP (N-Methyl-pyrrolidone) (15 ml) is added and stirring is started. The resulting mixture is placed in an oil bath that is heated to 125° C. for 2 hrs. The mixture is removed from the oil bath, allowed to cool to room temperature, and the solvent is removed under reduced pressure using high vac. pump. The residue is crystallized from 150 ml boiling wa...